This data is from the Open Reaction Database (ORD), a public repository of structured organic reaction records. The task is: describe an organic reaction: reactants, conditions, products, and yield Starting materials: C(CC(=O)C)(=O)OC (methyl acetoacetate), COC(N(C)C)OC (N,N-dimethylformamide dimethylacetal). Run at temperature 25 celsius. Yields the product COC(C(C(C)=O)=CN(C)C)=O (2-dimethylaminomethylene-3-oxo-butyric acid methyl ester). The yield is 93.7%. RXN SMILES: [C:1]([O:7][CH3:8])(=[O:6])[CH2:2][C:3]([CH3:5])=[O:4].CO[CH:11](OC)[N:12]([CH3:14])[CH3:13]>>[CH3:8][O:7][C:1](=[O:6])[C:2](=[CH:11][N:12]([CH3:14])[CH3:13])[C:3](=[O:4])[CH3:5]. Procedure details: A solution of methyl acetoacetate (5.0 mL, 46.33 mmol) and N,N-dimethylformamide dimethylacetal (6.8 mL, 47.95 mmol) was heated to 80° C. for 2.3 h. At this time, the reaction was cooled to 25° C. and was then concentrated in vacuo to afford 2-dimethylaminomethylene-3-oxo-butyric acid methyl ester (7.43 g, 94%) as a red/black solid. This material was used without further purification.